Task: describe an organic reaction: reactants, conditions, products, and yield. Dataset: the Open Reaction Database (ORD), a public repository of structured organic reaction records Starting materials: C(C)(C)SC1=NNC=N1 (3-isopropylthio-1,2,4-triazole), C(C=C)N(C(=O)Cl)CC=C (diallylcarbamoyl chloride), O1CCCC1 (tetrahydrofuran). The solvent is C(C)N(CC)CC (triethylamine). The product is C(C=C)N(C(=O)N1N=C(N=C1)SC(C)C)CC=C (1-diallylcarbamoyl-3-isopropylthio-1,2,4-triazole). RXN SMILES: [CH:1]([S:4][C:5]1[N:9]=[CH:8][NH:7][N:6]=1)([CH3:3])[CH3:2].[CH2:10]([N:13]([CH2:17][CH:18]=[CH2:19])[C:14](Cl)=[O:15])[CH:11]=[CH2:12].O1CCCC1>C(N(CC)CC)C>[CH2:10]([N:13]([CH2:17][CH:18]=[CH2:19])[C:14]([N:7]1[CH:8]=[N:9][C:5]([S:4][CH:1]([CH3:3])[CH3:2])=[N:6]1)=[O:15])[CH:11]=[CH2:12]. Procedure details: A mixture of 5.75 g. 3-isopropylthio-1,2,4-triazole, 6.8 g. diallylcarbamoyl chloride, 25 ml. dry tetrahydrofuran and 8 ml. dry triethylamine was refluxed under anhydrous conditions for 2.5 hours. The reaction mixture was worked up as described in Example 1 to produce an oily residue which was distilled under reduced pressure to give 1-diallylcarbamoyl-3-isopropylthio-1,2,4-triazole, b.p. 133° C./0.4 mm. - 144° C./0.9 mm. (97.2% 1-isomer by GLC assay). Elemental analysis satisfactory. Reactants: C(C)NCC (Diethylamine), Cl[C@@H](C(=O)Cl)C ((R)-2-chloropropionyl chloride). Solvent: C(Cl)(Cl)Cl (chloroform). Product: C(C)N(C([C@@H](C)Cl)=O)CC ((R)-N,N-Diethyl-2-chloropropionamide). Yield: 38.0%. RXN SMILES: [CH2:1]([NH:3][CH2:4][CH3:5])[CH3:2].[Cl:6][C@H:7]([CH3:11])[C:8](Cl)=[O:9]>C(Cl)(Cl)Cl>[CH2:1]([N:3]([CH2:4][CH3:5])[C:8](=[O:9])[C@H:7]([Cl:6])[CH3:11])[CH3:2]. Procedure: Diethylamine (153 g) is added to a solution, maintained at 20° C., of (R)-2-chloropropionyl chloride (87.7 g) in chloroform (600 cc), in the course of 1 hour. The reaction mixture is washed with distilled water (500 cc), with an aqueous 1N hydrochloric acid solution (3×500 cc) and then with distilled water (500 cc). The organic phase is dried over sodium sulphate, filtered and then concentrated to dryness under reduced pressure (2.7 kPa) at a temperature in the vicinity of 30° C. The residue obt...